This data is from the Open Reaction Database (ORD), a public repository of structured organic reaction records. The task is: describe an organic reaction: reactants, conditions, products, and yield Starting materials: CCOC(=O)Cn1nccc1C=C1CN(C(C(=O)C2CC2)c2ccccc2F)CCC1S, Cl, Cl. Product: O=C(O)Cn1nccc1C=C1CN(C(C(=O)C2CC2)c2ccccc2F)CCC1S, Cl. Reaction SMILES: [CH:2]1([C:5]([CH:6]([c:7]2[c:8]([F:13])[cH:9][cH:10][cH:11][cH:12]2)[N:14]2[CH2:15][C:16](=[CH:21][c:22]3[cH:23][cH:24][n:25][n:26]3[CH2:27][C:28](=[O:29])[O:30][CH2:31][CH3:32])[CH:17]([SH:20])[CH2:18][CH2:19]2)=[O:33])[CH2:3][CH2:4]1.[ClH:1].[ClH:34]>>[CH:2]1([C:5]([CH:6]([c:7]2[c:8]([F:13])[cH:9][cH:10][cH:11][cH:12]2)[N:14]2[CH2:15][C:16](=[CH:21][c:22]3[cH:23][cH:24][n:25][n:26]3[CH2:27][C:28](=[O:29])[OH:30])[CH:17]([SH:20])[CH2:18][CH2:19]2)=[O:33])[CH2:3][CH2:4]1.[ClH:1].